Dataset: the Open Reaction Database (ORD), a public repository of structured organic reaction records. Task: describe an organic reaction: reactants, conditions, products, and yield The reactants are BrC1=C(C2=C(N(C(N(C2=O)CCCO[Si](C)(C)C(C)(C)C)=O)C)S1)C (6-bromo-3-(3-(tert-butyldimethylsilyloxy)propyl)-1,5-dimethylthieno[2,3-d]pyrimidine-2,4 (1H,3H)-dione). The solvent is Cl (HCl), CO (MeOH), C(Cl)Cl (DCM). Run at time 30 minute. Product: BrC1=C(C2=C(N(C(N(C2=O)CCCO)=O)C)S1)C (6-bromo-3-(3-hydroxypropyl)-1,5-dimethylthieno[2,3-d]pyrimidine-2,4(1H,3H)-dione). Isolated yield 116.2%. RXN SMILES: [Br:1][C:2]1[S:24][C:5]2[N:6]([CH3:23])[C:7](=[O:22])[N:8]([CH2:11][CH2:12][CH2:13][O:14][Si](C(C)(C)C)(C)C)[C:9](=[O:10])[C:4]=2[C:3]=1[CH3:25]>Cl.CO.C(Cl)Cl>[Br:1][C:2]1[S:24][C:5]2[N:6]([CH3:23])[C:7](=[O:22])[N:8]([CH2:11][CH2:12][CH2:13][OH:14])[C:9](=[O:10])[C:4]=2[C:3]=1[CH3:25]. Procedure details: 6-bromo-3-(3-(tert-butyldimethylsilyloxy)propyl)-1,5-dimethylthieno[2,3-d]pyrimidine-2,4 (1H,3H)-dione (2.4 g, 4.39 mmol) was dissolved in aq. 6N HCl (15 mL) and MeOH (15 mL). The reaction was stirred at RT for 30 min then diluted with DCM (20 mL) and washed with water (2×20 mL). The organic layer was dried over Na2SO4 and concentrated to give 6-bromo-3-(3-hydroxypropyl)-1,5-dimethylthieno[2,3-d]pyrimidine-2,4(1H,3H)-dione (1.7 g, 95.5% yield) as a white solid. LCMS: MH+ 334 and TR=1.049 min. Us... Reactants: C(#N)C1=CC=C(NC([C@H](O)[C@@H]2C(N(CCO2)C2=CC=C(C=C2)NC(OC(C)(C)C)=O)=O)=O)C=C1 (tert-butyl N-[4-[(2R)-2-[(1R)-2-(4-cyanoanilino)-1-hydroxy-2-oxoethyl]-3-oxomorpholin-4-yl]phenyl]carbamate), FC(C(=O)O)(F)F (trifluoroacetic acid), C1(=CC=CC=C1)OC (anisole). Solvent: CCOCC (Et2O). Conditions: temperature 0 celsius, time 1 hour. Product: NC1=CC=C(C=C1)N1C([C@H](OCC1)[C@H](C(=O)NC1=CC=C(C=C1)C#N)O)=O ((2R)-2-[(2R)-4-(4-aminophenyl)-3-oxomorpholin-2-yl]-N-(4-cyanophenyl)-2-hydroxyacetamide). Yield: 92.6%. RXN SMILES: [C:1]([C:3]1[CH:34]=[CH:33][C:6]([NH:7][C:8](=[O:32])[C@@H:9]([C@H:11]2[O:16][CH2:15][CH2:14][N:13]([C:17]3[CH:22]=[CH:21][C:20]([NH:23]C(=O)OC(C)(C)C)=[CH:19][CH:18]=3)[C:12]2=[O:31])[OH:10])=[CH:5][CH:4]=1)#[N:2].FC(F)(F)C(O)=O.C1(OC)C=CC=CC=1>CCOCC>[NH2:23][C:20]1[CH:21]=[CH:22][C:17]([N:13]2[CH2:14][CH2:15][O:16][C@H:11]([C@@H:9]([OH:10])[C:8]([NH:7][C:6]3[CH:33]=[CH:34][C:3]([C:1]#[N:2])=[CH:4][CH:5]=3)=[O:32])[C:12]2=[O:31])=[CH:18][CH:19]=1. Procedure details: To compound 26-4 (1.65 g), was added trifluoroacetic acid (10 mL) with anisole (0.2 mL) at 0° C. The reaction mixture was stirred at 0° C. for 1 hour then Et2O was added into the mixture to precipitate. The precipitate was collected by filtration and washed with Et2O. Then the precipitate was solved in water and the solution was basified with sat. NaHCO3 aq. The precipitate was collected by filtration and washed with H2O to obtain compound 26-5 (1.2 g) as a pale brown amorphous solid. Starting materials: C(CCCC#C)O (5-hexyn-1-ol), C1(=CC=CC=C1)C(C1=CC=CC=C1)(C1=CC=CC=C1)Cl (triphenylmethyl chloride), N1=CC=CC=C1 (pyridine). Solvent: O (water). Yields the product C1(=CC=CC=C1)C(OCCCCC#C)(C1=CC=CC=C1)C1=CC=CC=C1 (1-Triphenylmethoxy-5-hexyne). As a reaction SMILES: [CH2:1]([OH:7])[CH2:2][CH2:3][CH2:4][C:5]#[CH:6].[C:8]1([C:14](Cl)([C:21]2[CH:26]=[CH:25][CH:24]=[CH:23][CH:22]=2)[C:15]2[CH:20]=[CH:19][CH:18]=[CH:17][CH:16]=2)[CH:13]=[CH:12][CH:11]=[CH:10][CH:9]=1.N1C=CC=CC=1>O>[C:8]1([C:14]([C:21]2[CH:26]=[CH:25][CH:24]=[CH:23][CH:22]=2)([C:15]2[CH:20]=[CH:19][CH:18]=[CH:17][CH:16]=2)[O:7][CH2:1][CH2:2][CH2:3][CH2:4][C:5]#[CH:6])[CH:13]=[CH:12][CH:11]=[CH:10][CH:9]=1. Procedure: A stirred mixture of 9.81 g. (0.10 moles) of 5-hexyn-1-ol, 33.5 g. (0.12 moles) of triphenylmethyl chloride, and 200 ml. of dry pyridine is refluxed for 60 minutes. The cooled mixture is poured into water and extracted with ether. The extract is washed successively with water, ice-cold N hydrochloric acid, water, saturated sodium bicarbonate solution, and saturated sodium chloride solution. The extract is dried with magnesium sulfate. The crude product obtained after evaporation of the solvent i... Reactants: N#N (N2), IC=1C(N(C=C(C1)[N+](=O)[O-])C)=O (3-iodo-1-methyl-5-nitro-1H-pyridin-2-one), S1C=NC=C1 (thiazole), C(C)(=O)[O-].[K+] (potassium acetate). The reagents and catalysts are C=1C=CC(=CC1)[P](C=2C=CC=CC2)(C=3C=CC=CC3)[Pd]([P](C=4C=CC=CC4)(C=5C=CC=CC5)C=6C=CC=CC6)([P](C=7C=CC=CC7)(C=8C=CC=CC8)C=9C=CC=CC9)[P](C=1C=CC=CC1)(C=1C=CC=CC1)C=1C=CC=CC1 (tetrakis(triphenylphosphine)palladium(0)). Solvent: CN(C)C=O (DMF). Reaction conditions: temperature 120 celsius, time 28 hour. Product: CN1C(C(=CC(=C1)[N+](=O)[O-])C1=CN=CS1)=O (1-Methyl-5-nitro-3-thiazol-5-yl-1H-pyridin-2-one). RXN SMILES: N#N.I[C:4]1[C:5](=[O:14])[N:6]([CH3:13])[CH:7]=[C:8]([N+:10]([O-:12])=[O:11])[CH:9]=1.[S:15]1[CH:19]=[CH:18][N:17]=[CH:16]1.C([O-])(=O)C.[K+]>CN(C=O)C.C1C=CC([P]([Pd]([P](C2C=CC=CC=2)(C2C=CC=CC=2)C2C=CC=CC=2)([P](C2C=CC=CC=2)(C2C=CC=CC=2)C2C=CC=CC=2)[P](C2C=CC=CC=2)(C2C=CC=CC=2)C2C=CC=CC=2)(C2C=CC=CC=2)C2C=CC=CC=2)=CC=1>[CH3:13][N:6]1[CH:7]=[C:8]([N+:10]([O-:12])=[O:11])[CH:9]=[C:4]([C:19]2[S:15][CH:16]=[N:17][CH:18]=2)[C:5]1=[O:14] |f:3.4,^1:33,35,54,73|. Procedure: N2 was bubbled through a solution of 3-iodo-1-methyl-5-nitro-1H-pyridin-2-one (840 mg, 3.0 mmol), thiazole (1280 mg, 15.0 mmol), potassium acetate (0.883 g, 9.0 mmol), and tetrakis(triphenylphosphine)palladium(0) (0.243 g, 0.21 mmol) in DMF (8 mL) for 10 min. The mixture was then heated to 120° C. and stirred for 28 h. The solvents were removed in vacuo. The black-colored residue was dissolved in a mixture of methanol (8 mL) and methylene chloride (250 mL). Water (30 mL) and sat. NaHCO3 (aq) (15... The reactants are Nc1c([N+](=O)[O-])cc(Br)c2c1CNCC2, [BH3-]C#N, CO, O=Cc1ccccc1, ClCCl, Cl, [Na+], O. Product: Nc1c([N+](=O)[O-])cc(Br)c2c1CN(Cc1ccccc1)CC2. Reaction SMILES: [Br:2][c:3]1[c:4]2[c:9]([c:10]([NH2:16])[c:11]([N+:13](=[O:14])[O-:15])[cH:12]1)[CH2:8][NH:7][CH2:6][CH2:5]2.[C:28]([BH3-:29])#[N:30].[CH3:25][OH:26].[CH:17](=[O:18])[c:19]1[cH:20][cH:21][cH:22][cH:23][cH:24]1.[Cl:32][CH2:33][Cl:34].[ClH:1].[Na+:31].[OH2:27]>>[Br:2][c:3]1[c:4]2[c:9]([c:10]([NH2:16])[c:11]([N+:13](=[O:14])[O-:15])[cH:12]1)[CH2:8][N:7]([CH2:17][c:19]1[cH:20][cH:21][cH:22][cH:23][cH:24]1)[CH2:6][CH2:5]2.